This data is from the Open Reaction Database (ORD), a public repository of structured organic reaction records. The task is: describe an organic reaction: reactants, conditions, products, and yield Starting materials: C(C)(=O)O (acetic acid), C(C1=CC=CC=C1)C(C(=O)OCC)C(=O)OCC (diethyl benzylmalonate), [BH4-].[Na+] (sodium borohydride), [Cl-].[Li+] (lithium chloride). Run in C(C)O (ethanol), C1CCOC1 (THF). Reaction conditions: time 2 hour. The product is C(C1=CC=CC=C1)C(CO)CO (2-benzyl-1,3-propanediol). Isolated yield 105.4%. RXN SMILES: [CH2:1]([CH:8]([C:14](OCC)=[O:15])[C:9](OCC)=[O:10])[C:2]1[CH:7]=[CH:6][CH:5]=[CH:4][CH:3]=1.[BH4-].[Na+].[Cl-].[Li+].C(O)(=O)C>C(O)C.C1COCC1>[CH2:1]([CH:8]([CH2:9][OH:10])[CH2:14][OH:15])[C:2]1[CH:7]=[CH:6][CH:5]=[CH:4][CH:3]=1 |f:1.2,3.4|. Procedure: 5 g of diethyl benzylmalonate was dissolved in a mixture of 120 ml of ethanol and 80 ml of THF, and 3.8 g of sodium borohydride and 4.3 g of lithium chloride were added thereto under cooling with ice. The mixture was stirred at room temperature for 2 hours. Then, 5.8 ml of acetic acid was added thereto, and the solvent was distilled off under reduced pressure. Water and ethyl acetate were added to the residue. The ethyl acetate layer was separated, washed with water and with a saturated sodium c... The reactants are CC1N(CCCC1)C1=C(C=C(C(=O)O)C=C1)C(F)(F)F (4-(2-Methylpiperidin-1-yl)-3-(trifluoromethyl)benzoic acid), ON=C(N)C1=CC2=C(NC=N2)C=C1 (N′-hydroxy-1H-benzimidazole-5-carboximidamide). Yields the product CC1N(CCCC1)C1=C(C=C(C=C1)C1=NC(=NO1)C1=CC2=C(NC=N2)C=C1)C(F)(F)F (5-{5-[4-(2-methylpiperidin-1-yl)-3-(trifluoromethyl)phenyl]-1,2,4-oxadiazol-3-yl}-1H-benzimidazole). Reaction SMILES: [CH3:1][CH:2]1[CH2:7][CH2:6][CH2:5][CH2:4][N:3]1[C:8]1[CH:16]=[CH:15][C:11]([C:12]([OH:14])=O)=[CH:10][C:9]=1[C:17]([F:20])([F:19])[F:18].O[N:22]=[C:23]([C:25]1[CH:33]=[CH:32][C:28]2[NH:29][CH:30]=[N:31][C:27]=2[CH:26]=1)[NH2:24]>>[CH3:1][CH:2]1[CH2:7][CH2:6][CH2:5][CH2:4][N:3]1[C:8]1[CH:16]=[CH:15][C:11]([C:12]2[O:14][N:22]=[C:23]([C:25]3[CH:33]=[CH:32][C:28]4[NH:29][CH:30]=[N:31][C:27]=4[CH:26]=3)[N:24]=2)=[CH:10][C:9]=1[C:17]([F:19])([F:18])[F:20]. Procedure: Title compound was prepared following general procedure 1 starting from Intermediate 11 (143 mg; 0.50 mmol) Intermediate 1 (88 mg; 0.50 mmol). Reaction mixture was filtered over a SPE-NH2 column, washed with THF followed by evaporation of the solvent under reduced pressure. Evaporation of the solvent gave a yellow oil which was recrystallized in a DCM/n-pentane mixture to give the title compound as an off-white solid. 1H NMR (DMSO, d6) δ 12.77 (s, 1H), 8.46 (dd, J=8.4, 2.1 Hz, 1H), 8.40 (m, 2H),...